From a dataset of the Open Reaction Database (ORD), a public repository of structured organic reaction records. describe an organic reaction: reactants, conditions, products, and yield Starting materials: CCOC(=O)N1C(=O)c2ccccc2C1=O, OC1CCC(O)CC1. Reaction SMILES: [CH2:1]([CH3:2])[O:3][C:4](=[O:5])[N:6]1[C:7](=[O:16])[c:8]2[c:9]([cH:12][cH:13][cH:14][cH:15]2)[C:10]1=[O:11].[CH:17]1([OH:24])[CH2:18][CH2:19][CH:20]([OH:23])[CH2:21][CH2:22]1>>[CH2:1]([CH3:2])[O:3][C:4](=[O:5])[NH:6][C:10]([c:9]1[c:8]([C:7](=[O:16])[O:24][CH:17]2[CH2:18][CH2:19][CH:20]([OH:23])[CH2:21][CH2:22]2)[cH:15][cH:14][cH:13][cH:12]1)=[O:11]. The product is CCOC(=O)NC(=O)c1ccccc1C(=O)OC1CCC(O)CC1. Starting materials: BrC=1C=NC=CC1 (3-bromopyridine), N1C[C@H](CC1)C(=O)NC1=CC=C(OC2CCN(CC2)C(=O)OC(C)(C)C)C=C1 ((S)-tert-butyl 4-(4-(pyrrolidine-3-carboxamido)phenoxy)piperidine-1-carboxylate), N1CC(C1)C(=O)NC1=CC=C(OC2CCN(CC2)C(=O)OC(C)(C)C)C=C1 (tert-butyl 4-(4-(azetidine-3-carboxamido)phenoxy)piperidine-1-carboxylate). Yields the product CC1=CC=C(N=N1)N1C[C@H](CC1)C(=O)NC1=CC=C(OC2CCN(CC2)C(=O)OC(C)(C)C)C=C1 ((S)-tert-butyl 4-(4-(1-(6-methylpyridazin-3-yl)pyrrolidine-3-carboxamido)phenoxy)piperidine-1-carboxylate). RXN SMILES: Br[C:2]1[CH:3]=[N:4][CH:5]=[CH:6][CH:7]=1.[NH:8]1[CH2:12][CH2:11][C@H:10]([C:13]([NH:15][C:16]2[CH:35]=[CH:34][C:19]([O:20][CH:21]3[CH2:26][CH2:25][N:24]([C:27]([O:29][C:30]([CH3:33])([CH3:32])[CH3:31])=[O:28])[CH2:23][CH2:22]3)=[CH:18][CH:17]=2)=[O:14])[CH2:9]1.[NH:36]1CC(C(NC2C=CC(OC3CCN(C(OC(C)(C)C)=O)CC3)=CC=2)=O)C1>>[CH3:3][C:2]1[N:36]=[N:4][C:5]([N:8]2[CH2:12][CH2:11][C@H:10]([C:13]([NH:15][C:16]3[CH:17]=[CH:18][C:19]([O:20][CH:21]4[CH2:22][CH2:23][N:24]([C:27]([O:29][C:30]([CH3:32])([CH3:31])[CH3:33])=[O:28])[CH2:25][CH2:26]4)=[CH:34][CH:35]=3)=[O:14])[CH2:9]2)=[CH:6][CH:7]=1. Reported procedure: The title compound was prepared as described in Example 1C, substituting 3-bromo-6-methylpyridazine for 3-bromopyridine and (S)-tert-butyl 4-(4-(pyrrolidine-3-carboxamido)phenoxy)piperidine-1-carboxylate for tert-butyl 4-(4-(azetidine-3-carboxamido)phenoxy)piperidine-1-carboxylate. The reactants are CS(=O)(=O)C=1SC=CC1S(=O)(=O)Cl (2-Methylsulfonyl-3-thiophenesulfonyl chloride), liquid, N (ammonia). Run in C(C)(=O)OCC (ethyl acetate). Yields the product CS(=O)(=O)C=1SC=CC1S(=O)(=O)N (2-Methylsulfonyl-3-thiophenesulfonamide). As a reaction SMILES: [CH3:1][S:2]([C:5]1[S:6][CH:7]=[CH:8][C:9]=1[S:10](Cl)(=[O:12])=[O:11])(=[O:4])=[O:3].[NH3:14]>C(OCC)(=O)C>[CH3:1][S:2]([C:5]1[S:6][CH:7]=[CH:8][C:9]=1[S:10]([NH2:14])(=[O:12])=[O:11])(=[O:4])=[O:3]. Procedure details: To 10 g of (XXVIII) in 200 ml of ethyl acetate was added 5 ml of liquid ammonia with stirring at 0°. The mixture was allowed to attain room temperature, evaporated and the solid product was washed with ice-water. A dried sample of (XXV) had m.p. 242°-244°. The reactants are COc1ccc(-c2ccc(S(=O)(=O)O)cc2)cc1, CN(C)C=O, O=S(Cl)Cl. Yields the product COc1ccc(-c2ccc(S(=O)(=O)Cl)cc2)cc1. As a reaction SMILES: [CH3:1][O:2][c:3]1[cH:4][cH:5][c:6](-[c:9]2[cH:10][cH:11][c:12]([S:15](=[O:16])(=[O:17])[OH:18])[cH:13][cH:14]2)[cH:7][cH:8]1.[O:23]=[CH:24][N:25]([CH3:26])[CH3:27].[S:19]([Cl:20])([Cl:21])=[O:22]>>[CH3:1][O:2][c:3]1[cH:4][cH:5][c:6](-[c:9]2[cH:10][cH:11][c:12]([S:15](=[O:16])(=[O:18])[Cl:21])[cH:13][cH:14]2)[cH:7][cH:8]1. Reactants: [N+](=O)([O-])C1=CC=C(CC(C(O)(O)C(CCCCCBr)=O)(CC(CCCCCBr)=O)CC2=CC=C(C=C2)[N+](=O)[O-])C=C1 (2,2-bis(4-nitrobenzyl)-1,3 di(6-bromohexanoyl)propanediol), C(CC)[C@@H]1CC[C@H](CC1)C1=CC=C(C=C1)O (4-(trans-4-propylcyclohexyl)phenol). The product is [N+](=O)([O-])C1=CC=C(CC(C(O)(O)C(CCCCCOC2=CC=C(C=C2)[C@@H]2CC[C@H](CC2)CCC)=O)(CC(CCCCCOC2=CC=C(C=C2)[C@@H]2CC[C@H](CC2)CCC)=O)CC2=CC=C(C=C2)[N+](=O)[O-])C=C1 (2,2-bis(4 -nitrobenzyl)-1,3-di{6-[4-(trans-4-propylcyclohexyl)phenoxy]hexanoyl}propanediol). Reaction SMILES: [N+:1]([C:4]1[CH:41]=[CH:40][C:7]([CH2:8][C:9]([CH2:30][C:31]2[CH:36]=[CH:35][C:34]([N+:37]([O-:39])=[O:38])=[CH:33][CH:32]=2)([CH2:21][C:22](=[O:29])[CH2:23][CH2:24][CH2:25][CH2:26][CH2:27]Br)[C:10]([C:13](=[O:20])[CH2:14][CH2:15][CH2:16][CH2:17][CH2:18]Br)([OH:12])[OH:11])=[CH:6][CH:5]=1)([O-:3])=[O:2].[CH2:42]([C@H:45]1[CH2:50][CH2:49][C@H:48]([C:51]2[CH:56]=[CH:55][C:54]([OH:57])=[CH:53][CH:52]=2)[CH2:47][CH2:46]1)[CH2:43][CH3:44]>>[N+:1]([C:4]1[CH:41]=[CH:40][C:7]([CH2:8][C:9]([CH2:30][C:31]2[CH:36]=[CH:35][C:34]([N+:37]([O-:39])=[O:38])=[CH:33][CH:32]=2)([CH2:21][C:22](=[O:29])[CH2:23][CH2:24][CH2:25][CH2:26][CH2:27][O:57][C:54]2[CH:55]=[CH:56][C:51]([C@H:48]3[CH2:49][CH2:50][C@H:45]([CH2:42][CH2:43][CH3:44])[CH2:46][CH2:47]3)=[CH:52][CH:53]=2)[C:10]([C:13](=[O:20])[CH2:14][CH2:15][CH2:16][CH2:17][CH2:18][O:57][C:54]2[CH:55]=[CH:56][C:51]([C@H:48]3[CH2:47][CH2:46][C@H:45]([CH2:42][CH2:43][CH3:44])[CH2:50][CH2:49]3)=[CH:52][CH:53]=2)([OH:12])[OH:11])=[CH:6][CH:5]=1)([O-:3])=[O:2]. Procedure details: The preparation was carried out analogously to Synthesis Example 4 using 3.14 g (4.48 mmol) 2,2-bis(4-nitrobenzyl)-1,3 di(6-bromohexanoyl)propanediol and 1.96 g (8.98 mmol 4-(trans-4-propylcyclohexyl)phenol yield 2,2-bis(4 -nitrobenzyl)-1,3-di{6-[4-(trans-4-propylcyclohexyl)phenoxy]hexanoyl}propanediol. Product: ClC1=CC=C(C=C1)NC(=O)N1N=C(C(C1)C)C1=CC=C(C=C1)Cl (N,3-bis-(4-chlorophenyl)-4-methyl-4,5-dihydro-1H-pyrazole-1-carboxamide). Yield: 95.7%. Run at time 30 minute. RXN SMILES: [Cl:1][C:2]1[CH:7]=[CH:6][C:5]([C:8]2[CH:12]([CH3:13])[CH2:11][NH:10][N:9]=2)=[CH:4][CH:3]=1.[Cl:14][C:15]1[CH:20]=[CH:19][C:18]([N:21]=[C:22]=[O:23])=[CH:17][CH:16]=1>C(Cl)Cl>[Cl:14][C:15]1[CH:20]=[CH:19][C:18]([NH:21][C:22]([N:10]2[CH2:11][CH:12]([CH3:13])[C:8]([C:5]3[CH:4]=[CH:3][C:2]([Cl:1])=[CH:7][CH:6]=3)=[N:9]2)=[O:23])=[CH:17][CH:16]=1. Procedure details: In a 500 ml round bottomed flask was placed 82 g (0.42 mole) of 3-(4-chlorophenyl)-4-methyl-4,5-dihydro-1H-pyrazole dissolved in 300 ml of methylene chloride and the solution was brought to boiling. A solution of 64.5 g of 4-chlorophenyl isocyanate (0.42 mole) in 100 ml of methylene chloride was added at a rate to maintain reflux. After stirring for an additional 30 minutes the solvent was removed in vacuo and the resulting oil was crystallized from ethyl ether yielded 140 g of N,3-bis-(4-chloro... Reactants: ClC1=CC=C(C=C1)C1=NNCC1C (3-(4-chlorophenyl)-4-methyl-4,5-dihydro-1H-pyrazole), ClC1=CC=C(C=C1)N=C=O (4-chlorophenyl isocyanate). Run in C(Cl)Cl (methylene chloride), C(Cl)Cl (methylene chloride). Starting materials: ClC1=NN2C(C(=N1)N(CC1=CC=C(C=C1)OC)C1CC1)=NC=C2C#N (2-chloro-4-(cyclopropyl(4-methoxybenzyl)amino)imidazo[2,1-f][1,2,4]triazine-7-carbonitrile), ClC1=NN2C(C(=N1)N(CC1=CC=C(C=C1)OC)C1CC1)=NC=C2C#N (2-chloro-4-(cyclopropyl(4-methoxybenzyl)amino)imidazo[2,1-f][1,2,4]triazine-7-carbonitrile), NC=1C=C(C#N)C=C(C1Cl)OC1CCN(CC1)C1COC1 (3-amino-4-chloro-5-((1-(oxetan-3-yl)piperidin-4-yl)oxy)benzonitrile), CC1(C2=C(C(=CC=C2)P(C3=CC=CC=C3)C4=CC=CC=C4)OC5=C(C=CC=C51)P(C6=CC=CC=C6)C7=CC=CC=C7)C (xantphos), C([O-])([O-])=O.[Cs+].[Cs+] (cesium carbonate). The reagents and catalysts are C(C)(=O)[O-].[Pd+2].C(C)(=O)[O-] (palladium(II) acetate), C1=CC=C(C=C1)P([C-]2C=CC=C2)C3=CC=CC=C3.C1=CC=C(C=C1)P([C-]2C=CC=C2)C3=CC=CC=C3.[Fe+2] (DPPF). Solvent: O1CCOCC1 (dioxane). Conditions: temperature 60 celsius. Product: ClC1=C(C=C(C=C1OC1CCN(CC1)C1COC1)C#N)NC1=NN2C(C(=N1)N(CC1=CC=C(C=C1)OC)C1CC1)=NC=C2C#N (2-((2-chloro-5-cyano-3-((1-(oxetan-3-yl)piperidin-4-yl)oxy)phenyl)amino)-4-(cyclopropyl(4-methoxybenzyl)amino)imidazo[2,1-f][1,2,4]triazine-7-carbonitrile). Yield: 49.3%. RXN SMILES: Cl[C:2]1[N:7]=[C:6]([N:8]([CH:18]2[CH2:20][CH2:19]2)[CH2:9][C:10]2[CH:15]=[CH:14][C:13]([O:16][CH3:17])=[CH:12][CH:11]=2)[C:5]2=[N:21][CH:22]=[C:23]([C:24]#[N:25])[N:4]2[N:3]=1.[NH2:26][C:27]1[CH:28]=[C:29]([CH:32]=[C:33]([O:36][CH:37]2[CH2:42][CH2:41][N:40]([CH:43]3[CH2:46][O:45][CH2:44]3)[CH2:39][CH2:38]2)[C:34]=1[Cl:35])[C:30]#[N:31].CC1(C)C2C(=C(P(C3C=CC=CC=3)C3C=CC=CC=3)C=CC=2)OC2C(P(C3C=CC=CC=3)C3C=CC=CC=3)=CC=CC1=2.C(=O)([O-])[O-].[Cs+].[Cs+]>O1CCOCC1.C([O-])(=O)C.[Pd+2].C([O-])(=O)C.C1C=CC(P(C2C=CC=CC=2)[C-]2C=CC=C2)=CC=1.C1C=CC(P(C2C=CC=CC=2)[C-]2C=CC=C2)=CC=1.[Fe+2]>[Cl:35][C:34]1[C:33]([O:36][CH:37]2[CH2:42][CH2:41][N:40]([CH:43]3[CH2:44][O:45][CH2:46]3)[CH2:39][CH2:38]2)=[CH:32][C:29]([C:30]#[N:31])=[CH:28][C:27]=1[NH:26][C:2]1[N:7]=[C:6]([N:8]([CH:18]2[CH2:19][CH2:20]2)[CH2:9][C:10]2[CH:11]=[CH:12][C:13]([O:16][CH3:17])=[CH:14][CH:15]=2)[C:5]2=[N:21][CH:22]=[C:23]([C:24]#[N:25])[N:4]2[N:3]=1 |f:3.4.5,7.8.9,10.11.12|. Procedure: A mixture of 2-chloro-4-(cyclopropyl(4-methoxybenzyl)amino)imidazo[2,1-f][1,2,4]triazine-7-carbonitrile (Intermediate 9) (57.6 mg, 0.162 mmol), 3-amino-4-chloro-5-((1-(oxetan-3-yl)piperidin-4-yl)oxy)benzonitrile (50 mg, 0.162 mmol), palladium(II) acetate (9.67 mg, 0.043 mmol), xantphos (9.40 mg, 0.016 mmol), DPPF (9.01 mg, 0.016 mmol) and cesium carbonate (138 mg, 0.422 mmol) in dioxane (1 ml) was evacuated and back filled with nitrogen three time and was heated at 60° C. for 2 h. The reaction m... Reactants: CC(C)(C)[Si](C)(C)Oc1ccc(C2C(CCC(O)c3ccc(F)cc3)C(=O)N2c2ccc(F)cc2)cc1, CC(C)O, O, O=S(=O)(O)O. As a reaction SMILES: [C:1]([Si:2]([CH3:3])([CH3:4])[O:6][c:7]1[cH:8][cH:9][c:10]([CH:13]2[CH:14]([CH2:25][CH2:26][CH:27]([OH:28])[c:29]3[cH:30][cH:31][c:32]([F:35])[cH:33][cH:34]3)[C:15](=[O:24])[N:16]2[c:17]2[cH:18][cH:19][c:20]([F:23])[cH:21][cH:22]2)[cH:11][cH:12]1)([CH3:5])([CH3:36])[CH3:37].[CH3:44][CH:45]([OH:46])[CH3:47].[OH2:43].[S:38](=[O:39])(=[O:40])([OH:41])[OH:42]>>[OH:6][c:7]1[cH:8][cH:9][c:10]([CH:13]2[CH:14]([CH2:25][CH2:26][CH:27]([OH:28])[c:29]3[cH:30][cH:31][c:32]([F:35])[cH:33][cH:34]3)[C:15](=[O:24])[N:16]2[c:17]2[cH:18][cH:19][c:20]([F:23])[cH:21][cH:22]2)[cH:11][cH:12]1. The product is O=C1C(CCC(O)c2ccc(F)cc2)C(c2ccc(O)cc2)N1c1ccc(F)cc1.